describe an organic reaction: reactants, conditions, products, and yield From a dataset of the Open Reaction Database (ORD), a public repository of structured organic reaction records. Starting materials: O[C@@H]1C(=O)O[C@@H](CC1)CCCCCC ((2S,5R)-2-hydroxy-5-hexyl-δ-valerolactone), C(C1=CC=CC=C1)OC1=CC=C(C(=O)O)C=C1 (4-benzyloxybenzoic acid), N(=NC(=O)OCC)C(=O)OCC (diethyl azodicarboxylate), C1(=CC=CC=C1)P(C1=CC=CC=C1)C1=CC=CC=C1 (triphenylphosphine). Solvent: C1=CC=CC=C1 (benzene). Reaction conditions: time 8 hour. Yields the product C(C1=CC=CC=C1)OC1=CC=C(C(=O)OC2C(=O)OC(CC2)CCCCCC)C=C1 (2-(4'-benzyloxybenzoyloxy)-5-hexyl-δ-valerolactone). The yield is 58.5%. RXN SMILES: [OH:1][C@H:2]1[CH2:8][CH2:7][C@@H:6]([CH2:9][CH2:10][CH2:11][CH2:12][CH2:13][CH3:14])[O:5][C:3]1=[O:4].[CH2:15]([O:22][C:23]1[CH:31]=[CH:30][C:26]([C:27](O)=[O:28])=[CH:25][CH:24]=1)[C:16]1[CH:21]=[CH:20][CH:19]=[CH:18][CH:17]=1.N(C(OCC)=O)=NC(OCC)=O.C1(P(C2C=CC=CC=2)C2C=CC=CC=2)C=CC=CC=1>C1C=CC=CC=1>[CH2:15]([O:22][C:23]1[CH:24]=[CH:25][C:26]([C:27]([O:1][CH:2]2[CH2:8][CH2:7][CH:6]([CH2:9][CH2:10][CH2:11][CH2:12][CH2:13][CH3:14])[O:5][C:3]2=[O:4])=[O:28])=[CH:30][CH:31]=1)[C:16]1[CH:17]=[CH:18][CH:19]=[CH:20][CH:21]=1. Procedure details: By customary procedures, 3-chloro-4-hydroxybenzoic acid was reacted with dodecylbromide in a mixed solution of ethanol and water containing sodium hydroxide to produce 3-chloro-4-dodecyloxybenzoic acid, and this acid was reacted with thionyl chloride to obtain 3-chloro-4-dodecyloxybenzoic acid chloride. Separately, 100 mg of (2S,5R)-2-hydroxy-5-hexyl-δ-valerolactone and 200 mg of 4-benzyloxybenzoic acid were dissolved in 200 ml of benzene, 190 mg of diethyl azodicarboxylate and 250 mg of triphen... Reactants: C([O-])([O-])=O.[Na+].[Na+] (Sodium carbonate), Cl.NO (hydroxylamine hydrochloride), C(C)(C)(C)C=1C=CC(=C(C#N)C1)OC (5-tert-butyl-2-methoxybenzonitrile), O (water). Solvent: C(C)O (Ethanol). Conditions: time 45 minute. Product: C(C)(C)(C)C=1C=CC(=C(C(N)=NO)C1)OC (5-tert-butyl-2-methoxybenzamidoxime). Yield: 81.7%. Reaction SMILES: C(=O)([O-])[O-].[Na+].[Na+].Cl.[NH2:8][OH:9].[C:10]([C:14]1[CH:15]=[CH:16][C:17]([O:22][CH3:23])=[C:18]([CH:21]=1)[C:19]#[N:20])([CH3:13])([CH3:12])[CH3:11].O>C(O)C>[C:10]([C:14]1[CH:15]=[CH:16][C:17]([O:22][CH3:23])=[C:18]([CH:21]=1)[C:19](=[N:8][OH:9])[NH2:20])([CH3:13])([CH3:11])[CH3:12] |f:0.1.2,3.4|. Procedure: Sodium carbonate (57 g.) was added with stirring to a mixture of hydroxylamine hydrochloride (75 g.), 5-tert-butyl-2-methoxybenzonitrile (50 g.) and water (400 ml.) Ethanol (400 ml.) was added, and the mixture was stirred at room temperature for 45 minutes and then heated under reflux for 18 hours. The ethanol was evaporated in vacuo, and the cooled aqueous suspension was extracted three times with diethyl ether. The combined extracts were dried over magnesium sulphate, filtered, and evaporated.... Starting materials: C1C2(CC3=CC=CC=C13)CCC(CC2)=NO (spiro(cyclohexane-1,2'-indan)-4-one oxime), C(C)(=O)OC(C)=O (acetic anhydride), C1C2(CC3=CC=CC=C13)CCC(CC2)=NO (spiro(cyclohexane-1,2'-indan)-4-one oxime). Solvent: N1=CC=CC=C1 (pyridine). Reaction conditions: time 6 hour. The product is C1C2(CC3=CC=CC=C13)CCC(CC2)=O (spiro(cyclohexane-1,2'-indan)-4-one). Yield: 88.0%. Reaction SMILES: [CH2:1]1[C:9]2[C:4](=[CH:5][CH:6]=[CH:7][CH:8]=2)[CH2:3][C:2]21[CH2:14][CH2:13][C:12](=NO)[CH2:11][CH2:10]2.C(OC(=O)C)(=[O:19])C>N1C=CC=CC=1>[CH2:1]1[C:9]2[C:4](=[CH:5][CH:6]=[CH:7][CH:8]=2)[CH2:3][C:2]21[CH2:14][CH2:13][C:12](=[O:19])[CH2:11][CH2:10]2. Reported procedure: A solution of 3.1 g. spiro(cyclohexane-1,2'-indan)-4-one oxime [12] (prepared in Example 24B) and 6 ml. of acetic anhydride in 25 ml. of pyridine is allowed to stand at room temperature for about 6 hours. The reaction mixture is then poured into ice: water and the solid collected on a filter. The solid is recrystallized from Skellysolve B to give 2.94 g. (88% yield) of spiro(cyclohexane-1,2'-indan)-4-one, oxime acetate [13] having a melting point of 91° to 94° C.